Dataset: the Open Reaction Database (ORD), a public repository of structured organic reaction records. Task: describe an organic reaction: reactants, conditions, products, and yield Reactants: Cl.N(N)C1=NC=CC(=C1)C#N (2-hydrazinylpyridine-4-carbonitrile hydrochloride salt), CN(/C=C/C(=O)C1=CC(=C(C=C1)C)OC)C ((2E)-3-(dimethylamino)-1-(3-methoxy-4-methylphenyl)prop-2-en-1-one). The product is COC=1C=C(C=CC1C)C1=CC=NN1C1=NC=CC(=C1)C#N (2-[5-(3-methoxy-4-methylphenyl)-1H-pyrazol-1-yl]pyridine-4-carbonitrile). Isolated yield 100.0%. RXN SMILES: Cl.[NH:2]([C:4]1[CH:9]=[C:8]([C:10]#[N:11])[CH:7]=[CH:6][N:5]=1)[NH2:3].CN(C)/[CH:14]=[CH:15]/[C:16]([C:18]1[CH:23]=[CH:22][C:21]([CH3:24])=[C:20]([O:25][CH3:26])[CH:19]=1)=O>>[CH3:26][O:25][C:20]1[CH:19]=[C:18]([C:16]2[N:2]([C:4]3[CH:9]=[C:8]([C:10]#[N:11])[CH:7]=[CH:6][N:5]=3)[N:3]=[CH:14][CH:15]=2)[CH:23]=[CH:22][C:21]=1[CH3:24] |f:0.1|. Procedure details: The title compound was prepared in 100% yield from 2-hydrazinylpyridine-4-carbonitrile hydrochloride salt (PREPARATION 3) and (2E)-3-(dimethylamino)-1-(3-methoxy-4-methylphenyl)prop-2-en-1-one according to the procedure for the preparation of Example 12, part B. 1H NMR (400 MHz, CDCl3): δ 2.24 (3H, s), 3.73 (3H, s), 6.51 (1H, d, J=1.6 Hz), 6.71-6.75 (2H, m), 7.08 (1H, d, J=8.0 Hz), 7.39 (1H, dd, J=5.2, 1.2 Hz), 7.77 (1H, d, J=1.2 Hz), 7.90 (1H, s), 8.47 (1H, d, J=5.2 Hz). [M+H] Calc'd for C17H14... Procedure: To a methanol (5 mL) solution of 5-(2-nitro-ethyl)-2-(pyridin-2-yloxymethyl)-pyridine (93 mg, 0.36 mmol) described in Manufacturing Example 154-1-7 was added lithium methoxide (27 mg, 0.72 mmol), which was stirred for 5 minutes at room temperature. The reaction mixture was concentrated under a reduced pressure. To a suspension of this residue in tetrahydrofuran (3 mL) and methylene chloride (3 mL) was added titanium (IV) tetrachloride (87 μL, 0.79 mmol) under nitrogen atmosphere at −78° C., whic... Reactants: C(Cl)Cl (methylene chloride), CO (methanol), [N+](=O)([O-])CCC=1C=CC(=NC1)COC1=NC=CC=C1 (5-(2-nitro-ethyl)-2-(pyridin-2-yloxymethyl)-pyridine), C[O-].[Li+] (lithium methoxide). Run at time 5 minute. RXN SMILES: CO.[N+:3]([CH2:6][CH2:7][C:8]1[CH:9]=[CH:10][C:11]([CH2:14][O:15][C:16]2[CH:21]=[CH:20][CH:19]=[CH:18][N:17]=2)=[N:12][CH:13]=1)([O-])=[O:4].C[O-].[Li+].C(Cl)[Cl:26]>[Ti](Cl)(Cl)(Cl)Cl.O>[N:17]1[CH:18]=[CH:19][CH:20]=[CH:21][C:16]=1[O:15][CH2:14][C:11]1[N:12]=[CH:13][C:8]([CH2:7][C:6]([Cl:26])=[N:3][OH:4])=[CH:9][CH:10]=1 |f:2.3|. The reagents and catalysts are [Ti](Cl)(Cl)(Cl)Cl (titanium (IV) tetrachloride), [Ti](Cl)(Cl)(Cl)Cl (titanium (IV) tetrachloride). Yields the product N1=C(C=CC=C1)OCC1=CC=C(C=N1)CC(=NO)Cl ((6-(Pyridin-2-yloxymethyl)-pyridin-3-yl)-acetohydroximoyl chloride). The solvent is O (Water). The reactants are NC1=C(C(=O)O)C=CC(=C1)Cl (2-amino-4-chlorobenzoic acid), CN(C)C=O (DMF), O1CCOCC1 (dioxane), BrCC(=O)Br (Bromoacetyl bromide). Solvent: O (water). Run at time 20 hour. Yields the product ClC1=CC(=C(C(=O)O)C=C1)NC(CBr)=O (4-Chloro-2-(bromoacetamido)benzoic Acid). The yield is 54.0%. As a reaction SMILES: [NH2:1][C:2]1[CH:10]=[C:9]([Cl:11])[CH:8]=[CH:7][C:3]=1[C:4]([OH:6])=[O:5].CN(C=O)C.O1CCOCC1.[Br:23][CH2:24][C:25](Br)=[O:26]>O>[Cl:11][C:9]1[CH:8]=[CH:7][C:3]([C:4]([OH:6])=[O:5])=[C:2]([NH:1][C:25](=[O:26])[CH2:24][Br:23])[CH:10]=1. Reported procedure: A solution of 2-amino-4-chlorobenzoic acid (10 g, 0.06 mol), anhydrous DMF (30 mL) and anhydrous dioxane was cooled to 0° C. in 300 mL 3-necked flask fitted with magnetic stirrer and constant additional funnel. Bromoacetyl bromide was added dropwise over a 2 h period, keeping the internal temperature between 0-2° C. After the addition was completed, the solution was allowed to warm to room temperature and the reaction mixture was stirred 20 h. The reaction mixture was cooled in an ice-bath and s... Reactants: S(O)(O)(=O)=O (sulfuric acid), N[C@@H](CCCCN)C(=O)O (L-lysine). Yields the product C(CCN)CC(C(=O)O)N (L-lysine base). Reaction SMILES: S(=O)(=O)(O)O.[NH2:6][C@H:7]([C:13]([OH:15])=[O:14])[CH2:8][CH2:9][CH2:10][CH2:11][NH2:12]>>[CH2:9]([CH2:8][CH:7]([NH2:6])[C:13]([OH:15])=[O:14])[CH2:10][CH2:11][NH2:12]. Procedure: The culture broth was adjusted to pH 3.0 with addition of sulfuric acid and then loaded on a cation exchange resin, DIAION SK1BL (Mitsubishi Chemical) so that L-lysine should be adsorbed on the resin. After the adsorption of L-lysine, the resin was washed with water, and L-lysine was eluted with aqueous ammonia. The eluent containing L-lysine was then concentrated in a rotatry evaporator until L-lysine concentration became 50% by weight to obtain an L-lysine base solution. Starting materials: DNA, DNA, [Cl-].[Na+] (sodium chloride), CC(C)S[C@H]1[C@@H]([C@H]([C@H]([C@H](O1)CO)O)O)O (IPTG), [Cl-].[Mg+2].[Cl-] (magnesium chloride), DNA, SC[C@@H](O)[C@H](O)CS (dithiothreitol), CC1([C@@H](N2[C@H](S1)[C@@H](C2=O)NC(=O)[C@@H](C=3C=CC=CC3)N)C(=O)O)C (ampicillin), P(O)(=O)(OP(=O)(O)OP(=O)(O)O)OC[C@@H]1[C@H]([C@H]([C@@H](O1)N1C=NC=2C(N)=NC=NC12)O)O (ATP), [Cl-].[Mg+2].[Cl-] (magnesium chloride), λgt10-lysin, C(C(CO)(CO)N)O.Cl (Tris hydrochloride), Tris-hydrochloride. Yields the product N[C@@H](CCCCN)C(=O)O (lysin). RXN SMILES: C(O)[C:2]([NH2:7])([CH2:5][OH:6])[CH2:3]O.Cl.[Cl-].[Na+].[Cl-].[Mg+2].[Cl-].SC[C@H]([C@@H](CS)O)[OH:18].P(OC[C@H]1O[C@@H:40]([N:42]2C3N=CN=C(N)C=3N=C2)[C@H:39](O)[C@@H:38]1O)(OP(OP(O)(O)=O)(O)=O)(=O)O.CC1(C)S[C@@H]2[C@H](NC([C@H](N)C3C=CC=CC=3)=O)C(=O)N2[C@H]1C(O)=O.CC(S[C@@H]1O[C@H](CO)[C@H](O)[C@H](O)[C@H]1O)C>>[NH2:7][C@H:2]([C:5]([OH:18])=[O:6])[CH2:3][CH2:38][CH2:39][CH2:40][NH2:42] |f:0.1,2.3,4.5.6|. Reported procedure: This fragment was recloned into the EcoRI site of the E. coli plasmid vector pUC13. Vector DNA and λgt10-lysin 4 DNA were both digested with restriction endonuclease EcoRI, using a buffer consisting of 100 mM Tris hydrochloride, 50 mM sodium chloride, 10 mM magnesium chloride, pH 7.5. The reaction was stopped by phenol extraction and a mixture of the cleaved DNAs was incubated overnight at 15° C. with 1 unit of DNA ligase in a reaction buffer consisting of 50 mM Tris-hydrochloride, 7 mM magnesiu... Reactants: ClCC=1C=C(OCC=2N=C(OC2C)C2=CC=CC=C2)C=CC1 (4-(3-chloromethylphenoxymethyl)-5-methyl-2-phenyloxazole), C(C)OC1=C(C=C(C=C1)O)CCC(=O)OCC (ethyl 3-(2-ethoxy-5-hydroxyphenyl)propionate), C([O-])([O-])=O.[K+].[K+] (potassium carbonate), CN(C=O)C (N,N-dimethylformamide). Solvent: O (water). Reaction conditions: temperature 80 celsius, time 5 hour. Yields the product C(C)OC1=C(C=C(C=C1)OCC1=CC(=CC=C1)OCC=1N=C(OC1C)C1=CC=CC=C1)CCC(=O)O (3-[2-ethoxy-5-[3-[(5-methyl-2-phenyl-4-oxazolyl)methoxy]benzyloxy]phenyl]propionic acid). The yield is 94.6%. Reaction SMILES: Cl[CH2:2][C:3]1[CH:4]=[C:5]([CH:20]=[CH:21][CH:22]=1)[O:6][CH2:7][C:8]1[N:9]=[C:10]([C:14]2[CH:19]=[CH:18][CH:17]=[CH:16][CH:15]=2)[O:11][C:12]=1[CH3:13].[CH2:23]([O:25][C:26]1[CH:31]=[CH:30][C:29]([OH:32])=[CH:28][C:27]=1[CH2:33][CH2:34][C:35]([O:37]CC)=[O:36])[CH3:24].C(=O)([O-])[O-].[K+].[K+].CN(C)C=O>O>[CH2:23]([O:25][C:26]1[CH:31]=[CH:30][C:29]([O:32][CH2:2][C:3]2[CH:22]=[CH:21][CH:20]=[C:5]([O:6][CH2:7][C:8]3[N:9]=[C:10]([C:14]4[CH:19]=[CH:18][CH:17]=[CH:16][CH:15]=4)[O:11][C:12]=3[CH3:13])[CH:4]=2)=[CH:28][C:27]=1[CH2:33][CH2:34][C:35]([OH:37])=[O:36])[CH3:24] |f:2.3.4|. Procedure: A mixture of 4-(3-chloromethylphenoxymethyl)-5-methyl-2-phenyloxazole (0.65 g), ethyl 3-(2-ethoxy-5-hydroxyphenyl)propionate (0.46 g), anhydrous potassium carbonate (0.30 g) and N,N-dimethylformamide (10 mL) was stirred at 80° C. for 5 hrs. The reaction mixture was poured into water and extracted with ethyl acetate. The organic layer was washed successively with dilute hydrochloric acid and saturated brine, dried over, anhydrous magnesium sulfate and concentrated. The obtained residue was subjec...